Dataset: the Open Reaction Database (ORD), a public repository of structured organic reaction records. Task: describe an organic reaction: reactants, conditions, products, and yield The reactants are C[C@@]1(C([C@]2(C)[C@@H](C1)[C@@H]1CC=C3CCCC[C@]3(C)[C@H]1CC2)=O)F (16β-methyl-16α-fluoro-5-androsten-17-one), [BH4-].[Na+] (sodium borohydrid). The reagents and catalysts are [Pd] (palladium on carbon). Yields the product C[C@@]1([C@H]([C@]2(C)[C@@H](C1)[C@@H]1CC[C@H]3CCCC[C@]3(C)[C@H]1CC2)O)F (16β-methyl-16α-fluoro-5α-androstan-17α-ol), C[C@@]1([C@@H]([C@]2(C)[C@@H](C1)[C@@H]1CC[C@H]3CCCC[C@]3(C)[C@H]1CC2)O)F (16β-methyl-16α-fluoro-5α-androstan-17β-ol). RXN SMILES: [CH3:1][C@@:2]1([F:22])[CH2:7][C@H:6]2[C@H:8]3[C@H:18]([CH2:19][CH2:20][C@:4]2([CH3:5])[C:3]1=[O:21])[C@:16]1([CH3:17])[C:11]([CH2:12][CH2:13][CH2:14][CH2:15]1)=[CH:10][CH2:9]3.[BH4-].[Na+]>[Pd]>[CH3:1][C@@:2]1([F:22])[CH2:7][C@H:6]2[C@H:8]3[C@H:18]([CH2:19][CH2:20][C@:4]2([CH3:5])[C@@H:3]1[OH:21])[C@:16]1([CH3:17])[C@H:11]([CH2:12][CH2:13][CH2:14][CH2:15]1)[CH2:10][CH2:9]3.[CH3:1][C@@:2]1([F:22])[CH2:7][C@H:6]2[C@H:8]3[C@H:18]([CH2:19][CH2:20][C@:4]2([CH3:5])[C@H:3]1[OH:21])[C@:16]1([CH3:17])[C@H:11]([CH2:12][CH2:13][CH2:14][CH2:15]1)[CH2:10][CH2:9]3 |f:1.2|. Reported procedure: Similary, catalytic hydrogenation over 5% palladium on carbon of the 16β-methyl-16α-fluoro-5-androsten-17-one produced in Example 5 followed by treatment with sodium borohydrid affords 16β-methyl-16α-fluoro-5α-androstan-17α-ol and 16β-methyl-16α-fluoro-5α-androstan-17β-ol.